The task is: describe an organic reaction: reactants, conditions, products, and yield. This data is from the Open Reaction Database (ORD), a public repository of structured organic reaction records. Reactants: C(CCC)C1CCC(OC1)C1=CC(=C(C=C1)B1OC(C(O1)(C)C)(C)C)F (5-butyl-2-[3-fluoro-4-(4,4,5,5-tetramethyl-1,3,2-dioxaborolan-2-yl)phenyl]tetrahydropyran), BrC1=CC(=C(C(=C1)F)C(OC=1C=C(C(=C(C1)F)C(F)(F)F)F)(F)F)F (5-((4-bromo-2,6-difluorophenyl)difluoromethoxy)-1,3-difluoro-2-(trifluoromethyl)benzene). The product is C(CCC)C1CCC(OC1)C1=CC(=C(C=C1)C1=CC(=C(C(=C1)F)C(F)(F)OC1=CC(=C(C(=C1)F)C(F)(F)F)F)F)F (5-Butyl-2-{4′-[(3,5-difluoro-4-trifluoromethylphenoxy)difluoromethyl]-2,3′,5′-trifluorobiphenyl-4-yl}tetrahydropyran). Reaction SMILES: [CH2:1]([CH:5]1[CH2:10][O:9][CH:8]([C:11]2[CH:16]=[CH:15][C:14](B3OC(C)(C)C(C)(C)O3)=[C:13]([F:26])[CH:12]=2)[CH2:7][CH2:6]1)[CH2:2][CH2:3][CH3:4].Br[C:28]1[CH:33]=[C:32]([F:34])[C:31]([C:35]([F:50])([F:49])[O:36][C:37]2[CH:38]=[C:39]([F:48])[C:40]([C:44]([F:47])([F:46])[F:45])=[C:41]([F:43])[CH:42]=2)=[C:30]([F:51])[CH:29]=1>>[CH2:1]([CH:5]1[CH2:10][O:9][CH:8]([C:11]2[CH:16]=[CH:15][C:14]([C:28]3[CH:29]=[C:30]([F:51])[C:31]([C:35]([O:36][C:37]4[CH:42]=[C:41]([F:43])[C:40]([C:44]([F:45])([F:47])[F:46])=[C:39]([F:48])[CH:38]=4)([F:49])[F:50])=[C:32]([F:34])[CH:33]=3)=[C:13]([F:26])[CH:12]=2)[CH2:7][CH2:6]1)[CH2:2][CH2:3][CH3:4]. Procedure: The compound according to the invention is prepared analogously to Example 2 by Suzuki coupling of 5-butyl-2-[3-fluoro-4-(4,4,5,5-tetramethyl-1,3,2-dioxaborolan-2-yl)phenyl]tetrahydropyran to 5-((4-bromo-2,6-difluorophenyl)difluoromethoxy)-1,3-difluoro-2-(trifluoromethyl)benzene. 5-Butyl-2-{4′-[(3,5-difluoro-4-trifluoromethylphenoxy)difluoromethyl]-2,3′,5′-trifluorobiphenyl-4-yl}tetrahydropyran is obtained as a colourless solid having an m.p. of 88° C. The successful synthesis is confirmed perfe... The solvent is CN1C(CNC2=C1C(=O)N=C(N2)N)CNC3=CC=C(C=C3)C(=O)NC(CCC(=O)O)C(=O)O (methyl-THF). Procedure details: Ethyl magnesiumbromide (3M, 0.61 mL, 1.84 mmol) was added to a solution of 2-(6-(3,5-dimethylisoxazol-4-yl)-2-ethoxy-1H-benzo[d]imidazol-4-yl)-2-hydroxy-2-(pyridin-2-yl)acetaldehyde (120 mg, 0.31 mmol) in methyl-THF at 0° C. After 15 min, the reaction mixture was quenched with 1M HCl, concentrated and a portion of this material was purified by reverse-phase HPLC to give the major diastereomer 4-(1,2-dihydroxy-1-(pyridin-2-yl)butyl)-6-(3,5-dimethylisoxazol-4-yl)-1H-benzo[d]imidazol-2(3H)-one. Run at time 15 minute. RXN SMILES: [CH2:1]([Mg]Br)[CH3:2].[CH3:5][C:6]1[C:10]([C:11]2[CH:12]=[C:13]([C:23]([OH:32])([C:26]3[CH:31]=[CH:30][CH:29]=[CH:28][N:27]=3)[CH:24]=[O:25])[C:14]3[N:18]=[C:17]([O:19]CC)[NH:16][C:15]=3[CH:22]=2)=[C:9]([CH3:33])[O:8][N:7]=1>CN1C2C(N=C(N)NC=2NCC1CNC1C=CC(C(NC(C(O)=O)CCC(O)=O)=O)=CC=1)=O>[OH:32][C:23]([C:13]1[C:14]2[NH:18][C:17](=[O:19])[NH:16][C:15]=2[CH:22]=[C:11]([C:10]2[C:6]([CH3:5])=[N:7][O:8][C:9]=2[CH3:33])[CH:12]=1)([C:26]1[CH:31]=[CH:30][CH:29]=[CH:28][N:27]=1)[CH:24]([OH:25])[CH2:1][CH3:2]. Product: OC(C(CC)O)(C1=NC=CC=C1)C1=CC(=CC=2NC(NC21)=O)C=2C(=NOC2C)C (4-(1,2-dihydroxy-1-(pyridin-2-yl)butyl)-6-(3,5-dimethylisoxazol-4-yl)-1H-benzo[d]imidazol-2(3H)-one). Reactants: C(C)[Mg]Br (Ethyl magnesiumbromide), CC1=NOC(=C1C=1C=C(C2=C(NC(=N2)OCC)C1)C(C=O)(C1=NC=CC=C1)O)C (2-(6-(3,5-dimethylisoxazol-4-yl)-2-ethoxy-1H-benzo[d]imidazol-4-yl)-2-hydroxy-2-(pyridin-2-yl)acetaldehyde). The reactants are CCO, [Cl-], ClCCl, Cn1c(=O)oc2cc([N+](=O)[O-])cc(F)c21, [Fe], [NH4+], O. Yields the product Cn1c(=O)oc2cc(N)cc(F)c21. Reaction SMILES: [CH3:18][CH2:19][OH:20].[Cl-:16].[Cl:22][CH2:23][Cl:24].[F:1][c:2]1[cH:3][c:4]([N+:13]([O-:14])=[O:15])[cH:5][c:6]2[c:7]1[n:8]([CH3:12])[c:9](=[O:11])[o:10]2.[Fe:25].[NH4+:17].[OH2:21]>>[F:1][c:2]1[cH:3][c:4]([NH2:13])[cH:5][c:6]2[c:7]1[n:8]([CH3:12])[c:9](=[O:11])[o:10]2. The reactants are [BH4-], CCO, CCOC(=O)C=Cc1ccc(Cl)nc1, [Na+]. Product: CCOC(=O)CCc1ccc(Cl)nc1. Reaction SMILES: [BH4-:1].[CH3:17][CH2:18][OH:19].[Cl:3][c:4]1[n:5][cH:6][c:7]([CH:10]=[CH:11][C:12](=[O:13])[O:14][CH2:15][CH3:16])[cH:8][cH:9]1.[Na+:2]>>[Cl:3][c:4]1[n:5][cH:6][c:7]([CH2:10][CH2:11][C:12](=[O:13])[O:14][CH2:15][CH3:16])[cH:8][cH:9]1. Reactants: C(C1=CC=CC=C1)OC(C[C@H](C(=O)N[C@@H](C(C)(C)C)C(NC)=O)NC(=O)OC(C)(C)C)=O (3(R)-t-butoxycarbonylamino-N-(2,2-dimethyl-1(S)-(methylcarbamoyl)propyl)succinamic acid benzyl ester), C(C1=CC=CC=C1)OC(C[C@H](C(=O)O)C1=CN(C=C1)C1=CC=C(C=C1)F)=O (2(S)-[1-(4-fluorophenyl)-1H-pyrrol-3-yl]-succinic acid 4-benzyl ester), CNC([C@@H](N)C(C)(C)C)=O (L-t-leucine N-methylamide), CN(C)C(=[N+](C)C)ON1C2=C(C=CC=C2)N=N1.[B-](F)(F)(F)F (TBTU). Solvent: CO.C(Cl)Cl (MeOH CH2Cl2). The product is C(C1=CC=CC=C1)OC(C[C@H](C(=O)N[C@@H](C(C)(C)C)C(NC)=O)C1=CN(C=C1)C1=CC=C(C=C1)F)=O (N-(2,2-dimethyl-1(S)-(methylcarbamoyl)propyl)-3(S)-[1-(4-fluorophenyl)-1H-pyrrol-3-yl]succinamic acid benzyl ester). The yield is 82.0%. As a reaction SMILES: [CH2:1]([O:8][C:9](=[O:32])[CH2:10][C@@H:11](NC(OC(C)(C)C)=O)[C:12]([NH:14][C@H:15]([C:20](=[O:23])[NH:21][CH3:22])[C:16]([CH3:19])([CH3:18])[CH3:17])=[O:13])[C:2]1[CH:7]=[CH:6][CH:5]=[CH:4][CH:3]=1.C(OC(=O)C[C@@H]([C:47]1[CH:51]=[CH:50][N:49]([C:52]2[CH:57]=[CH:56][C:55]([F:58])=[CH:54][CH:53]=2)[CH:48]=1)C(O)=O)C1C=CC=CC=1.CNC(=O)[C@H](C(C)(C)C)N.CN(C(ON1N=NC2C=CC=CC1=2)=[N+](C)C)C.[B-](F)(F)(F)F>CO.C(Cl)Cl>[CH2:1]([O:8][C:9](=[O:32])[CH2:10][C@@H:11]([C:47]1[CH:51]=[CH:50][N:49]([C:52]2[CH:57]=[CH:56][C:55]([F:58])=[CH:54][CH:53]=2)[CH:48]=1)[C:12]([NH:14][C@H:15]([C:20](=[O:23])[NH:21][CH3:22])[C:16]([CH3:17])([CH3:18])[CH3:19])=[O:13])[C:2]1[CH:3]=[CH:4][CH:5]=[CH:6][CH:7]=1 |f:3.4,5.6|. Procedure: According to the procedure described in Example 1(b) for the preparation of 3(R)-t-butoxycarbonylamino-N-(2,2-dimethyl-1(S)-(methylcarbamoyl)propyl)succinamic acid benzyl ester, 2(S)-[1-(4-fluorophenyl)-1H-pyrrol-3-yl]-succinic acid 4-benzyl ester and L-t-leucine N-methylamide (see Malon, P.; Pancoska, P.; Budesinsky, M.; Hlavacek, J.; Pospisek, J.; Blaha, K. Coll. Czech. Chem Commun. 1983, 48, 2844-2861) were coupled with TBTU. Flash column chromatography with 0-5% MeOH/CH2Cl2 as gradient eluan... The reactants are CCOC(=O)c1cnc2cc(C(F)(F)F)ccc2c1O, O=P(Cl)(Cl)Cl. Yields the product CCOC(=O)c1cnc2cc(C(F)(F)F)ccc2c1Cl. Reaction SMILES: [OH:1][c:2]1[c:3]([C:16](=[O:17])[O:18][CH2:19][CH3:20])[cH:4][n:5][c:6]2[cH:7][c:8]([C:12]([F:13])([F:14])[F:15])[cH:9][cH:10][c:11]12.[P:21]([Cl:22])([Cl:23])([Cl:24])=[O:25]>>[c:2]1([Cl:23])[c:3]([C:16](=[O:17])[O:18][CH2:19][CH3:20])[cH:4][n:5][c:6]2[cH:7][c:8]([C:12]([F:13])([F:14])[F:15])[cH:9][cH:10][c:11]12. The reactants are ClC1=CC=CC=C1 (chlorobenzene), [N+](=O)(O)[O-] (nitric acid). Run in O (water). Product: [N+](=O)([O-])C1=C(C=CC=C1)Cl (nitrochlorobenzene). As a reaction SMILES: [Cl:1][C:2]1[CH:7]=[CH:6][CH:5]=[CH:4][CH:3]=1.[N+:8]([O-])([OH:10])=[O:9]>O>[N+:8]([C:3]1[CH:4]=[CH:5][CH:6]=[CH:7][C:2]=1[Cl:1])([O-:10])=[O:9]. Procedure details: According to the equation of the process according to the invention, chlorobenzene is reacted with nitric acid to give nitrochlorobenzene and water. Thus, chlorobenzene and nitric acid are introduced into the process, and nitrochlorobenzene and water are discharged; the sulphuric acid/phosphoric acid/water mixture described being the reaction medium. Since, in the case of industrial implementation, it is advantageous to use water-containing nitric acids, the water of the water-containing nitric ... The reactants are O=C([O-])[O-], Cc1cc(B2OC(C)(C)C(C)(C)O2)ccc1C(F)(F)F, CO, COC(=O)c1ccnc(Cl)c1, [K+], [K+], Cl[Pd]Cl. Reaction SMILES: [C:12](=[O:13])([O-:14])[O-:15].[CH3:18][C:19]1([CH3:20])[C:21]([CH3:22])([CH3:23])[O:24][B:25]([c:26]2[cH:27][c:28]([CH3:36])[c:29]([C:32]([F:33])([F:34])[F:35])[cH:30][cH:31]2)[O:37]1.[CH3:38][OH:39].[Cl:1][c:2]1[cH:3][c:4]([C:5](=[O:6])[O:7][CH3:8])[cH:9][cH:10][n:11]1.[K+:16].[K+:17].[Pd:40]([Cl:41])[Cl:42]>>[c:2]1(-[c:26]2[cH:27][c:28]([CH3:36])[c:29]([C:32]([F:33])([F:34])[F:35])[cH:30][cH:31]2)[cH:3][c:4]([C:5](=[O:6])[O:7][CH3:8])[cH:9][cH:10][n:11]1. The product is COC(=O)c1ccnc(-c2ccc(C(F)(F)F)c(C)c2)c1.